This data is from the Open Reaction Database (ORD), a public repository of structured organic reaction records. The task is: describe an organic reaction: reactants, conditions, products, and yield Reactants: ClC1=NC=C(C=N1)C1=CC=C(C=C1)C#N (2-chloro-5-(4-cyanophenyl)pyrimidine), C(C)(C)N1CCNCC1 (1-isopropylpiperazine). Product: Cl.Cl.C(C)(C)N1CCN(CC1)C1=NC=C(C=N1)C1=CC=C(C#N)C=C1 (4-[2-(4-Isopropylpiperazin-1-yl)pyrimidin-5-yl]benzonitrile, dihydrochloride). As a reaction SMILES: [Cl:1][C:2]1[N:7]=[CH:6][C:5]([C:8]2[CH:13]=[CH:12][C:11]([C:14]#[N:15])=[CH:10][CH:9]=2)=[CH:4][N:3]=1.[CH:16]([N:19]1[CH2:24][CH2:23][NH:22][CH2:21][CH2:20]1)([CH3:18])[CH3:17]>>[ClH:1].[ClH:1].[CH:16]([N:19]1[CH2:24][CH2:23][N:22]([C:2]2[N:7]=[CH:6][C:5]([C:8]3[CH:13]=[CH:12][C:11]([C:14]#[N:15])=[CH:10][CH:9]=3)=[CH:4][N:3]=2)[CH2:21][CH2:20]1)([CH3:18])[CH3:17] |f:2.3.4|. Procedure details: The title compound was prepared by a similar procedure to that described in Example 1, starting from 2-chloro-5-(4-cyanophenyl)pyrimidine and 1-isopropylpiperazine. Reactants: C1=CCCCC1, COC(=O)CCC(C)C1CCC2C3C(C)=CC4=CC(=O)CCC4(C)C3CCC12C, CCO, N#N. The product is COC(=O)CCC(C)C1CCC2C3C(C)CC4=CC(=O)CCC4(C)C3CCC12C. As a reaction SMILES: [CH2:30]1[CH2:31][CH:32]=[CH:33][CH2:34][CH2:35]1.[CH3:1][C:2]1=[CH:26][C:25]2=[CH:24][C:23](=[O:27])[CH2:22][CH2:21][C:20]2([CH3:28])[CH:19]2[CH:3]1[CH:4]1[CH2:5][CH2:6][CH:7]([CH:8]([CH2:9][CH2:10][C:11](=[O:12])[O:13][CH3:14])[CH3:15])[C:16]1([CH3:29])[CH2:17][CH2:18]2.[CH3:38][CH2:39][OH:40].[N:36]#[N:37]>>[CH3:1][CH:2]1[CH:3]2[CH:4]3[CH2:5][CH2:6][CH:7]([CH:8]([CH2:9][CH2:10][C:11](=[O:12])[O:13][CH3:14])[CH3:15])[C:16]3([CH3:29])[CH2:17][CH2:18][CH:19]2[C:20]2([CH3:28])[CH2:21][CH2:22][C:23](=[O:27])[CH:24]=[C:25]2[CH2:26]1. The product is C=CCc1ccccc1S. Starting materials: C=CCc1ccccc1[SH]=C([O-])N(C)C, CO, Cl. As a reaction SMILES: [CH2:1]([CH:2]=[CH2:3])[c:4]1[c:5]([SH:10]=[C:11]([O-:12])[N:13]([CH3:14])[CH3:15])[cH:6][cH:7][cH:8][cH:9]1.[CH3:17][OH:18].[ClH:16]>>[CH2:1]([CH:2]=[CH2:3])[c:4]1[c:5]([SH:10])[cH:6][cH:7][cH:8][cH:9]1. The reactants are O=C([O-])[O-], CS(C)=O, [Cs+], [Cs+], O=[N+]([O-])c1ccc(F)c(F)c1, O=C(Nc1nc2ccc(O)cn2n1)C1CC1. The product is O=C(Nc1nc2ccc(Oc3ccc([N+](=O)[O-])cc3F)cn2n1)C1CC1. Reaction SMILES: [C:28](=[O:29])([O-:30])[O-:31].[CH3:34][S:35](=[O:36])[CH3:37].[Cs+:32].[Cs+:33].[F:17][c:18]1[c:19]([F:27])[cH:20][c:21]([N+:24](=[O:25])[O-:26])[cH:22][cH:23]1.[OH:1][c:2]1[cH:3][cH:4][c:5]2[n:6]([cH:7]1)[n:8][c:9]([NH:11][C:12](=[O:13])[CH:14]1[CH2:15][CH2:16]1)[n:10]2>>[O:1]([c:2]1[cH:3][cH:4][c:5]2[n:6]([cH:7]1)[n:8][c:9]([NH:11][C:12](=[O:13])[CH:14]1[CH2:15][CH2:16]1)[n:10]2)[c:18]1[c:19]([F:27])[cH:20][c:21]([N+:24](=[O:25])[O-:26])[cH:22][cH:23]1. Reactants: ClCCCl, Cn1ccnc1-c1cc2nccc(Oc3ccc(N)cc3F)c2s1, [Na+], O=C([O-])O, O=C(O)CC(=O)Nc1cccnc1, CN(C)C=O, On1nnc2ccccc21. The product is Cn1ccnc1-c1cc2nccc(Oc3ccc(NC(=O)CC(=O)Nc4cccnc4)cc3F)c2s1. Reaction SMILES: [CH2:48]([Cl:49])[CH2:50][Cl:51].[F:24][c:25]1[cH:26][c:27]([NH2:47])[cH:28][cH:29][c:30]1[O:31][c:32]1[c:33]2[c:34]([n:35][cH:36][cH:37]1)[cH:38][c:39](-[c:41]1[n:42]([CH3:46])[cH:43][cH:44][n:45]1)[s:40]2.[Na+:56].[O-:52][C:53]([OH:54])=[O:55].[O:1]=[C:2]([CH2:3][C:4](=[O:5])[OH:6])[NH:7][c:8]1[cH:9][n:10][cH:11][cH:12][cH:13]1.[O:57]=[CH:58][N:59]([CH3:60])[CH3:61].[OH:14][n:15]1[c:16]2[c:17]([cH:18][cH:19][cH:20][cH:21]2)[n:22][n:23]1>>[O:1]=[C:2]([CH2:3][C:4](=[O:6])[NH:47][c:27]1[cH:26][c:25]([F:24])[c:30]([O:31][c:32]2[c:33]3[c:34]([n:35][cH:36][cH:37]2)[cH:38][c:39](-[c:41]2[n:42]([CH3:46])[cH:43][cH:44][n:45]2)[s:40]3)[cH:29][cH:28]1)[NH:7][c:8]1[cH:9][n:10][cH:11][cH:12][cH:13]1. The reactants are C1CCOC1, COCCOc1cc2ncnc(Oc3cccc(N)c3)c2cc1OC, CN(C)c1ccncc1, O=C(Nc1cc(C(F)(F)F)nn1-c1ccc(F)cc1)Oc1ccccc1. Yields the product COCCOc1cc2ncnc(Oc3cccc(NC(=O)Nc4cc(C(F)(F)F)nn4-c4ccc(F)cc4)c3)c2cc1OC. Reaction SMILES: [CH2:61]1[O:62][CH2:63][CH2:64][CH2:65]1.[CH3:27][O:28][c:29]1[cH:30][c:31]2[c:32]([O:44][c:45]3[cH:46][c:47]([NH2:48])[cH:49][cH:50][cH:51]3)[n:33][cH:34][n:35][c:36]2[cH:37][c:38]1[O:39][CH2:40][CH2:41][O:42][CH3:43].[CH3:52][N:53]([CH3:54])[c:55]1[cH:56][cH:57][n:58][cH:59][cH:60]1.[F:1][c:2]1[cH:3][cH:4][c:5](-[n:8]2[n:9][c:10]([C:23]([F:24])([F:25])[F:26])[cH:11][c:12]2[NH:13][C:14]([O:15][c:16]2[cH:17][cH:18][cH:19][cH:20][cH:21]2)=[O:22])[cH:6][cH:7]1>>[F:1][c:2]1[cH:3][cH:4][c:5](-[n:8]2[n:9][c:10]([C:23]([F:24])([F:25])[F:26])[cH:11][c:12]2[NH:13][C:14](=[O:22])[NH:48][c:47]2[cH:46][c:45]([O:44][c:32]3[c:31]4[cH:30][c:29]([O:28][CH3:27])[c:38]([O:39][CH2:40][CH2:41][O:42][CH3:43])[cH:37][c:36]4[n:35][cH:34][n:33]3)[cH:51][cH:50][cH:49]2)[cH:6][cH:7]1.